From a dataset of the Open Reaction Database (ORD), a public repository of structured organic reaction records. describe an organic reaction: reactants, conditions, products, and yield The reactants are ClC1=C(C=C(C(=O)N(C)OC)C=C1)OC (4-Chloro-3-,N-dimethoxy-N-methyl-benzamide), [Cl-].[NH4+] (ammonium chloride), N1=CC=C(C=C1)C (4-Picoline), C(C)(C)[N-]C(C)C.[Li+] (lithium di-isopropylamide). Run in O1CCCC1 (tetrahydrofuran), O1CCCC1 (tetrahydrofuran). The product is ClC1=C(C=C(C=C1)C(CC1=CC=NC=C1)=O)OC (1-(4-Chloro-3-methoxy-phenyl)-2-pyridin4-yl-ethanone). As a reaction SMILES: [N:1]1[CH:6]=[CH:5][C:4]([CH3:7])=[CH:3][CH:2]=1.C([N-]C(C)C)(C)C.[Li+].[Cl:16][C:17]1[CH:28]=[CH:27][C:20]([C:21](N(OC)C)=[O:22])=[CH:19][C:18]=1[O:29][CH3:30].[Cl-].[NH4+]>O1CCCC1>[Cl:16][C:17]1[CH:28]=[CH:27][C:20]([C:21](=[O:22])[CH2:7][C:4]2[CH:5]=[CH:6][N:1]=[CH:2][CH:3]=2)=[CH:19][C:18]=1[O:29][CH3:30] |f:1.2,4.5|. Reported procedure: 4-Picoline (16.9 ml, 0.174 mol) was added dropwise to a stirred solution of lithium di-isopropylamide (110 ml, 0.22 mol, 2M solution in heptane, ethylbenzene, tetrahydrofuran) in dry tetrahydrofuran (150 ml) at −78° C. After stirring at −78° C. for 15 min a solution of the product of Step 1 (40.0 g, 0.174 mol) in tetrahydrofuran (100 ml) was added dropwise. The reaction was allowed to warm to room temperature over 3 hours. The solution was cooled in ice and saturated ammonium chloride solution a... Starting materials: P(OC1=CC=CC=C1)(OC1=CC=CC=C1)OC1=CC=CC=C1 (triphenyl phosphite), C=O (paraformaldehyde), CC=1C=CC(=CC1)S(=O)(=O)N (p-toluenesulfonamide). Run in ClC1=CC=CC=C1 (chlorobenzene). Reaction conditions: time 1 hour. The product is C1(=CC=C(C=C1)S(=O)(=O)NCP(OC1=CC=CC=C1)(OC1=CC=CC=C1)=O)C (Diphenyl p-tolylsulfonylaminomethylphosphonate). RXN SMILES: [P:1]([O:16][C:17]1[CH:22]=[CH:21][CH:20]=[CH:19][CH:18]=1)([O:9][C:10]1[CH:15]=[CH:14][CH:13]=[CH:12][CH:11]=1)[O:2]C1C=CC=CC=1.[CH2:23]=O.[CH3:25][C:26]1[CH:27]=[CH:28][C:29]([S:32]([NH2:35])(=[O:34])=[O:33])=[CH:30][CH:31]=1>ClC1C=CC=CC=1>[C:26]1([CH3:25])[CH:27]=[CH:28][C:29]([S:32]([NH:35][CH2:23][P:1](=[O:2])([O:9][C:10]2[CH:11]=[CH:12][CH:13]=[CH:14][CH:15]=2)[O:16][C:17]2[CH:18]=[CH:19][CH:20]=[CH:21][CH:22]=2)(=[O:34])=[O:33])=[CH:30][CH:31]=1. Reported procedure: When a mixture of 77.6 g of triphenyl phosphite, 8.2 g of paraformaldehyde, and 42.8 g of p-toluenesulfonamide in 150 g of chlorobenzene is warmed, heat of reaction is observed at about 95° C., and cooling is needed for a few minutes to keep the temperature below 105°. Warming is continued at 95°-105° for 1 hr and then the solvent and most of the by-product phenol is removed at reduced pressure. Reactants: [Cl-].O[NH3+] (hydroxylammonium chloride), C(O)([O-])=O.[Na+] (sodium hydrogen carbonate), CS(=O)C (dimethyl sulfoxide), C(CCC)C=1N=C(N(C(C1CC1=CC=C(C=C1)C=1C(=CC=CC1)C#N)=O)CC1CC1)C (4′-{[4-butyl-1-(cyclopropylmethyl)-2-methyl-6-oxo-1,6-dihydropyrimidin-5-yl]methyl}biphenyl-2-carbonitrile). The solvent is O (water), C(C)(=O)OCC (ethyl acetate). Run at temperature 40 celsius, time 30 minute. The product is C(CCC)C1=C(C(N(C(=N1)C)CC1CC1)=O)CC1=CC=C(C=C1)C1=C(C=CC=C1)C1=NOC(N1)=O (6-butyl-3-(cyclopropylmethyl)-2-methyl-5-{[2′-(5-oxo-4,5-dihydro-1,2,4-oxadiazol-3-yl)biphenyl-4-yl]methyl}pyrimidin-4(3H)-one). Yield: 14.2%. As a reaction SMILES: [Cl-].O[NH3+:3].[C:4](=[O:7])([O-])[OH:5].[Na+].CS(C)=O.[CH2:13]([C:17]1[N:18]=[C:19]([CH3:43])[N:20]([CH2:39][CH:40]2[CH2:42][CH2:41]2)[C:21](=[O:38])[C:22]=1[CH2:23][C:24]1[CH:29]=[CH:28][C:27]([C:30]2[C:31]([C:36]#[N:37])=[CH:32][CH:33]=[CH:34][CH:35]=2)=[CH:26][CH:25]=1)[CH2:14][CH2:15][CH3:16]>O.C(OCC)(=O)C>[CH2:13]([C:17]1[N:18]=[C:19]([CH3:43])[N:20]([CH2:39][CH:40]2[CH2:41][CH2:42]2)[C:21](=[O:38])[C:22]=1[CH2:23][C:24]1[CH:29]=[CH:28][C:27]([C:30]2[CH:35]=[CH:34][CH:33]=[CH:32][C:31]=2[C:36]2[NH:3][C:4](=[O:7])[O:5][N:37]=2)=[CH:26][CH:25]=1)[CH2:14][CH2:15][CH3:16] |f:0.1,2.3|. Procedure details: A mixture of hydroxylammonium chloride (0.74 g), sodium hydrogen carbonate (1.1 g) and dimethyl sulfoxide (6 mL) was stirred at 40° C. for 30 min, 4′-{[4-butyl-1-(cyclopropylmethyl)-2-methyl-6-oxo-1,6-dihydropyrimidin-5-yl]methyl}biphenyl-2-carbonitrile (0.55 g) was added, and the mixture was stirred at 90° C. for 18 hr. The reaction mixture was allowed to cool to room temperature, ethyl acetate and water were added, and the mixture was extracted with ethyl acetate. The organic layer was washed ... Starting materials: ClC1=NC=C(C(=N1)NCC=1C(=NC=CC1)N(S(=O)(=O)C)C)C(F)(F)F (N-(3-((2-chloro-5-(trifluoromethyl)pyrimidin-4-ylamino)methyl)pyridin-2-yl)-N-methylmethanesulfonamide), NC1=CC=C(C=C1)C(C)O (1-(4-aminophenyl)ethanol), NC1=CC=C(C=C1)C(C)O (1-(4-aminophenyl)ethanol), OP(=O)([O-])[O-].[K+].[K+] (potassium phosphate dibasic). The solvent is CS(=O)C (DMSO). Reaction conditions: temperature 100 celsius, time 1.5 day. The product is OC(C)C1=CC=C(C=C1)NC1=NC=C(C(=N1)NCC=1C(=NC=CC1)N(S(=O)(=O)C)C)C(F)(F)F (N-(3-((2-(4-(1-hydroxyethyl)phenylamino)-5-(trifluoromethyl)pyrimidin-4-ylamino)methyl)pyridin-2-yl)-N-methylmethanesulfonamide). As a reaction SMILES: Cl[C:2]1[N:7]=[C:6]([NH:8][CH2:9][C:10]2[C:11]([N:16]([CH3:21])[S:17]([CH3:20])(=[O:19])=[O:18])=[N:12][CH:13]=[CH:14][CH:15]=2)[C:5]([C:22]([F:25])([F:24])[F:23])=[CH:4][N:3]=1.[NH2:26][C:27]1[CH:32]=[CH:31][C:30]([CH:33]([OH:35])[CH3:34])=[CH:29][CH:28]=1.OP([O-])([O-])=O.[K+].[K+]>CS(C)=O>[OH:35][CH:33]([C:30]1[CH:31]=[CH:32][C:27]([NH:26][C:2]2[N:7]=[C:6]([NH:8][CH2:9][C:10]3[C:11]([N:16]([CH3:21])[S:17]([CH3:20])(=[O:19])=[O:18])=[N:12][CH:13]=[CH:14][CH:15]=3)[C:5]([C:22]([F:25])([F:24])[F:23])=[CH:4][N:3]=2)=[CH:28][CH:29]=1)[CH3:34] |f:2.3.4|. Procedure details: A solution of C9 (0.253 mmol) and anhydrous DMSO (0.5 ml) was treated with 1-(4-aminophenyl)ethanol (0.277 mmol) followed by potassium phosphate dibasic (0.746 mmol). The mixture was stirred at 100° C. for 1.5 days, and treated with additional 1-(4-aminophenyl)ethanol (0.583 mmol). The mixture was stirred at 100° C. for 15 hours and concentrated. The resultant residue was purified first by column chromatography (silica gel; 10% (NH4OH/MeOH)/CH2Cl2) followed by preparatory thin layer chromatograp... The product is COCc1cc(Nc2cc(OC)ccc2Cl)nc(-c2cccc(C)c2)n1. Starting materials: COc1ccc(Cl)c(N)c1, COCc1cc(Cl)nc(-c2cccc(C)c2)n1. As a reaction SMILES: [Cl:18][c:19]1[c:20]([NH2:21])[cH:22][c:23]([O:26][CH3:27])[cH:24][cH:25]1.[Cl:1][c:2]1[n:3][c:4](-[c:11]2[cH:12][c:13]([CH3:17])[cH:14][cH:15][cH:16]2)[n:5][c:6]([CH2:8][O:9][CH3:10])[cH:7]1>>[c:2]1([NH:21][c:20]2[c:19]([Cl:18])[cH:25][cH:24][c:23]([O:26][CH3:27])[cH:22]2)[n:3][c:4](-[c:11]2[cH:12][c:13]([CH3:17])[cH:14][cH:15][cH:16]2)[n:5][c:6]([CH2:8][O:9][CH3:10])[cH:7]1. Yield: 80.0%. Starting materials: ClC=1N=C(C2=C(N1)C=C(S2)CN2CCN(CC2)C(C(=O)N(C)C)(C)C)N2CCOCC2 (2-[4-(2-chloro-4-morpholin-4-yl-thieno[3,2-d]pyrimidin-6-ylmethyl)-piperazin-1-yl]-N,N-dimethyl-isobutyramide), C(C)(C)(C)OC(=O)N1[C@H](CNCC1)C(C)C ((S)-2-isopropyl-piperazine-1-carboxylic acid tert-butyl ester). As a reaction SMILES: [Cl:1][C:2]1[N:3]=[C:4]([N:26]2[CH2:31][CH2:30][O:29][CH2:28][CH2:27]2)[C:5]2[S:10][C:9]([CH2:11]N3CCN(C(C)(C)C(N(C)C)=O)CC3)=[CH:8][C:6]=2[N:7]=1.[C:32]([O:36][C:37]([N:39]1[CH2:44][CH2:43][NH:42][CH2:41][C@@H:40]1[CH:45]([CH3:47])[CH3:46])=[O:38])([CH3:35])([CH3:34])[CH3:33]>>[C:32]([O:36][C:37]([N:39]1[CH2:44][CH2:43][N:42]([CH2:11][C:9]2[S:10][C:5]3[C:4]([N:26]4[CH2:31][CH2:30][O:29][CH2:28][CH2:27]4)=[N:3][C:2]([Cl:1])=[N:7][C:6]=3[CH:8]=2)[CH2:41][C@@H:40]1[CH:45]([CH3:47])[CH3:46])=[O:38])([CH3:35])([CH3:34])[CH3:33]. Product: C(C)(C)(C)OC(=O)N1[C@H](CN(CC1)CC1=CC=2N=C(N=C(C2S1)N1CCOCC1)Cl)C(C)C ((S)-4-(2-Chloro-4-morpholin-4-yl-thieno[3,2-d]pyrimidin-6-ylmethyl)-2-isopropyl-piperazine-1-carboxylic acid tert-butyl ester), solid. Reported procedure: Prepared using the method used in the preparation of 2-[4-(2-chloro-4-morpholin-4-yl-thieno[3,2-d]pyrimidin-6-ylmethyl)-piperazin-1-yl]-N,N-dimethyl-isobutyramide using (S)-2-isopropyl-piperazine-1-carboxylic acid tert-butyl ester in place of N,N-dimethyl-2-piperazin-1-yl-isobutyramide. The title compound was obtained as an off-white solid (182 mg, 80%). Starting materials: CCO, CC(C)C(=O)NCCN, c1ccc(OCC2CO2)cc1. Yields the product CC(C)C(=O)NCCNCC(O)COc1ccccc1. Reaction SMILES: [CH3:21][CH2:22][OH:23].[NH2:12][CH2:13][CH2:14][NH:15][C:16]([CH:17]([CH3:18])[CH3:19])=[O:20].[O:1]1[CH2:2][CH:3]1[CH2:4][O:5][c:6]1[cH:7][cH:8][cH:9][cH:10][cH:11]1>>[OH:1][CH:3]([CH2:2][NH:12][CH2:13][CH2:14][NH:15][C:16]([CH:17]([CH3:18])[CH3:19])=[O:20])[CH2:4][O:5][c:6]1[cH:7][cH:8][cH:9][cH:10][cH:11]1. The reactants are BrC=1C=CC(=C(C1)C(=O)C=1C=NN(C1)C1=CC=C(C=C1)OC)O ((5-bromo-2-hydroxyphenyl)-[1-(4-methoxyphenyl)-1H-pyrazol-4-yl]ketone), BrCC(=O)OCC (ethyl bromoacetate). Product: BrC1=CC(=C(OCC(=O)OCC)C=C1)C(=O)C=1C=NN(C1)C1=CC=C(C=C1)OC (Ethyl 4-bromo-2-[1-(4-methoxyphenyl)-1H-pyrazole-4-carbonyl]phenoxyacetate). Reaction SMILES: [Br:1][C:2]1[CH:3]=[CH:4][C:5]([OH:23])=[C:6]([C:8]([C:10]2[CH:11]=[N:12][N:13]([C:15]3[CH:20]=[CH:19][C:18]([O:21][CH3:22])=[CH:17][CH:16]=3)[CH:14]=2)=[O:9])[CH:7]=1.Br[CH2:25][C:26]([O:28][CH2:29][CH3:30])=[O:27]>>[Br:1][C:2]1[CH:3]=[CH:4][C:5]([O:23][CH2:25][C:26]([O:28][CH2:29][CH3:30])=[O:27])=[C:6]([C:8]([C:10]2[CH:11]=[N:12][N:13]([C:15]3[CH:20]=[CH:19][C:18]([O:21][CH3:22])=[CH:17][CH:16]=3)[CH:14]=2)=[O:9])[CH:7]=1. Reported procedure: Prepared from (5-bromo-2-hydroxyphenyl)-[1-(4-methoxyphenyl)-1H-pyrazol-4-yl]ketone and ethyl bromoacetate according to GP2: LC/MS (an10p8): Rt 4.59 min, m/z 458.4/460.4 [M+H]+; 1H NMR (CDCl3): δ 1.26 (t, J=7.1 Hz, 3H), 3.84 (s, 3H), 4.23 (q, J=7.1 Hz, 2H), 4.62 (s, 2H), 6.72 (d, J=8.9 Hz, 1H), 6.97 (d, J=8.7 Hz, 2H), 7.52 (dd, J=8.9, 2.6 Hz, 1H), 7.58 (d, J=2.5 Hz, 1H), 7.64 (d, J=8.9 Hz, 2H), 8.13 (s, 1H), 8.46 (s, 1H); 13C NMR (CDCl3): δ14.3, 55.8, 61.9, 65.6, 114.1, 114.4, 114.8, 121.4, 125....